This data is from the Open Reaction Database (ORD), a public repository of structured organic reaction records. The task is: describe an organic reaction: reactants, conditions, products, and yield The reactants are BrC=1C=2N(N=C(C1)C=1C=C(C(=O)OC)C=CC1)C=CN2 (methyl 3-(8-bromoimidazo[1,2-b]pyridazin-6-yl)benzoate), NC1=CC=CC(=N1)N1C(CCC1)CO ((1-(6-aminopyridin-2-yl)pyrrolidin-2-yl)methanol), C=1C=CC(=CC1)P(C=2C=CC=CC2)C3=CC=C4C=CC=CC4=C3C5=C6C=CC=CC6=CC=C5P(C=7C=CC=CC7)C=8C=CC=CC8 (BINAP), C(=O)([O-])[O-].[Cs+].[Cs+] (Cs2CO3). Reagents/catalysts: C=1C=CC(=CC1)/C=C/C(=O)/C=C/C2=CC=CC=C2.C=1C=CC(=CC1)/C=C/C(=O)/C=C/C2=CC=CC=C2.C=1C=CC(=CC1)/C=C/C(=O)/C=C/C2=CC=CC=C2.[Pd].[Pd] (Pd2(dba)3). Solvent: O1CCOCC1 (dioxane). Conditions: temperature 100 celsius, time 16 hour. Yields the product OCC1N(CCC1)C1=CC=CC(=N1)NC=1C=2N(N=C(C1)C=1C=C(C(=O)OC)C=CC1)C=CN2 (methyl 3-(8-(6-(2-(hydroxymethyl)pyrrolidin-1-yl)pyridin-2-ylamino)imidazo[1,2-b]pyridazin-6-yl)benzoate). Yield: 69.4%. Reaction SMILES: Br[C:2]1[C:3]2[N:4]([CH:18]=[CH:19][N:20]=2)[N:5]=[C:6]([C:8]2[CH:9]=[C:10]([CH:15]=[CH:16][CH:17]=2)[C:11]([O:13][CH3:14])=[O:12])[CH:7]=1.[NH2:21][C:22]1[N:27]=[C:26]([N:28]2[CH2:32][CH2:31][CH2:30][CH:29]2[CH2:33][OH:34])[CH:25]=[CH:24][CH:23]=1.C1C=CC(P(C2C(C3C(P(C4C=CC=CC=4)C4C=CC=CC=4)=CC=C4C=3C=CC=C4)=C3C(C=CC=C3)=CC=2)C2C=CC=CC=2)=CC=1.C([O-])([O-])=O.[Cs+].[Cs+]>C1C=CC(/C=C/C(/C=C/C2C=CC=CC=2)=O)=CC=1.C1C=CC(/C=C/C(/C=C/C2C=CC=CC=2)=O)=CC=1.C1C=CC(/C=C/C(/C=C/C2C=CC=CC=2)=O)=CC=1.[Pd].[Pd].O1CCOCC1>[OH:34][CH2:33][CH:29]1[CH2:30][CH2:31][CH2:32][N:28]1[C:26]1[N:27]=[C:22]([NH:21][C:2]2[C:3]3[N:4]([CH:18]=[CH:19][N:20]=3)[N:5]=[C:6]([C:8]3[CH:9]=[C:10]([CH:15]=[CH:16][CH:17]=3)[C:11]([O:13][CH3:14])=[O:12])[CH:7]=2)[CH:23]=[CH:24][CH:25]=1 |f:3.4.5,6.7.8.9.10|. Reported procedure: A mixture of methyl 3-(8-bromoimidazo[1,2-b]pyridazin-6-yl)benzoate (200 mg, 0.6 mmol), (1-(6-aminopyridin-2-yl)pyrrolidin-2-yl)methanol (176 mg, 0.9 mmol), Pd2(dba)3 (36 mg, 0.06 mmol), BINAP (152 mg, 0.24 mmol), Cs2CO3 (592 mg, 1.8 mmol) and dioxane (10 mL) was heated to 100° C. with stirring for 16 h under N2. The solvent was removed in vacuo and the resulting mixture was purified by chromatography (silica gel, 200-300 mesh, CH2Cl2:MeOH=20:1) to give methyl 3-(8-(6-(2-(hydroxymethyl)pyrrolidi... As a reaction SMILES: [C:1](=[O:2])([O-:3])[O-:4].[Cl:7][c:8]1[cH:9][c:10]([CH3:22])[c:11](-[c:14]2[cH:15][c:16]([CH2:20][Cl:21])[cH:17][cH:18][cH:19]2)[cH:12][cH:13]1.[K+:5].[K+:6].[O:32]=[CH:33][N:34]([CH3:35])[CH3:36].[OH:23][c:24]1[cH:25][cH:26][c:27]([CH:28]=[O:29])[cH:30][cH:31]1>>[Cl:7][c:8]1[cH:9][c:10]([CH3:22])[c:11](-[c:14]2[cH:15][c:16]([CH2:20][O:23][c:24]3[cH:25][cH:26][c:27]([CH:28]=[O:29])[cH:30][cH:31]3)[cH:17][cH:18][cH:19]2)[cH:12][cH:13]1. Yields the product Cc1cc(Cl)ccc1-c1cccc(COc2ccc(C=O)cc2)c1. Reactants: O=C([O-])[O-], Cc1cc(Cl)ccc1-c1cccc(CCl)c1, [K+], [K+], CN(C)C=O, O=Cc1ccc(O)cc1. Reactants: C(C)(C)(C)OC(NC1(CCC1)C1=CC=C(C=C1)C1=C(OC2=C(C=CC=C2C1=O)N1CCOCC1)C1=CC=CC=C1)=O ({1-[4-(8-morpholin-4-yl-4-oxo-2-phenyl-4H-chromen-3-yl)-phenyl]-cyclobutyl}-carbamic acid tert-butyl ester), C(C)(C)(C)OC(NC1(CCC1)C1=CC=C(C=C1)C1=C(OC2=C(C=CC=C2C1=O)Br)C1=CC=CC=C1)=O ({1-[4-(8-bromo-4-oxo-2-phenyl-4H-chromen-3-yl)-phenyl]-cyclobutyl}-carbamic acid tert-butyl ester), O=C1NCCNC1 (2-oxopiperazine). Product: C(C)(C)(C)OC(NC1(CCC1)C1=CC=C(C=C1)C1=C(OC2=C(C=CC=C2C1=O)N1CC(NCC1)=O)C1=CC=CC=C1)=O ((1-{4-[4-oxo-8-(3-oxo-piperazin-1-yl)-2-phenyl-4H-chromen-3-yl]-phenyl}-cyclobutyl)-carbamic acid tert-butyl ester). Isolated yield 64.0%. RXN SMILES: [C:1]([O:5][C:6](=[O:41])[NH:7][C:8]1([C:12]2[CH:17]=[CH:16][C:15]([C:18]3[C:27](=[O:28])[C:26]4[C:21](=[C:22]([N:29]5[CH2:34][CH2:33][O:32][CH2:31][CH2:30]5)[CH:23]=[CH:24][CH:25]=4)[O:20][C:19]=3[C:35]3[CH:40]=[CH:39][CH:38]=[CH:37][CH:36]=3)=[CH:14][CH:13]=2)[CH2:11][CH2:10][CH2:9]1)([CH3:4])([CH3:3])[CH3:2].C(OC(=O)[NH:48]C1(C2C=CC(C3C(=O)C4C(=C(Br)C=CC=4)OC=3C3C=CC=CC=3)=CC=2)CCC1)(C)(C)C.O=C1CNCCN1>>[C:1]([O:5][C:6](=[O:41])[NH:7][C:8]1([C:12]2[CH:17]=[CH:16][C:15]([C:18]3[C:27](=[O:28])[C:26]4[C:21](=[C:22]([N:29]5[CH2:30][CH2:31][NH:48][C:33](=[O:32])[CH2:34]5)[CH:23]=[CH:24][CH:25]=4)[O:20][C:19]=3[C:35]3[CH:36]=[CH:37][CH:38]=[CH:39][CH:40]=3)=[CH:14][CH:13]=2)[CH2:9][CH2:10][CH2:11]1)([CH3:4])([CH3:2])[CH3:3]. Procedure: Following the procedure of {1-[4-(8-morpholin-4-yl-4-oxo-2-phenyl-4H-chromen-3-yl)-phenyl]-cyclobutyl}-carbamic acid tert-butyl ester, {1-[4-(8-bromo-4-oxo-2-phenyl-4H-chromen-3-yl)-phenyl]-cyclobutyl}-carbamic acid tert-butyl ester was reacted with 2-oxopiperazine to give the title compound as a white solid (35 mg, 64%). LCMS (Method G): RT=3.45 min, [M+H]+=566.